Dataset: the Open Reaction Database (ORD), a public repository of structured organic reaction records. Task: describe an organic reaction: reactants, conditions, products, and yield Reactants: CN(C)C=O, Cc1ncc[nH]1, [H-], [Na+], Cc1ccc(S(=O)(=O)OCC2CC3c4cccc5[nH]cc(c45)CC3N(C)C2)cc1. The product is Cc1nccn1CC1CC2c3cccc4[nH]cc(c34)CC2N(C)C1. Reaction SMILES: [CH3:38][N:39]([CH3:40])[CH:41]=[O:42].[CH3:3][c:4]1[nH:5][cH:6][cH:7][n:8]1.[H-:1].[Na+:2].[O:9]([S:10]([c:11]1[cH:12][cH:13][c:14]([CH3:15])[cH:16][cH:17]1)(=[O:18])=[O:19])[CH2:20][CH:21]1[CH2:22][N:23]([CH3:37])[CH:24]2[CH2:25][c:26]3[cH:27][nH:28][c:29]4[cH:30][cH:31][cH:32][c:33]([c:36]34)[CH:34]2[CH2:35]1>>[CH3:3][c:4]1[n:5]([CH2:20][CH:21]2[CH2:22][N:23]([CH3:37])[CH:24]3[CH2:25][c:26]4[cH:27][nH:28][c:29]5[cH:30][cH:31][cH:32][c:33]([c:36]45)[CH:34]3[CH2:35]2)[cH:6][cH:7][n:8]1.